From a dataset of the Open Reaction Database (ORD), a public repository of structured organic reaction records. describe an organic reaction: reactants, conditions, products, and yield Starting materials: COc1ncccc1-c1ccc(C(C)N2C(=O)c3ccccc3C2=O)cc1, Cl, c1ccncc1. Product: CC(c1ccc(-c2cccnc2O)cc1)N1C(=O)c2ccccc2C1=O. Reaction SMILES: [CH3:1][O:2][c:3]1[n:4][cH:5][cH:6][cH:7][c:8]1-[c:9]1[cH:10][cH:11][c:12]([CH:15]([CH3:16])[N:17]2[C:18](=[O:27])[c:19]3[cH:20][cH:21][cH:22][cH:23][c:24]3[C:25]2=[O:26])[cH:13][cH:14]1.[ClH:28].[n:29]1[cH:30][cH:31][cH:32][cH:33][cH:34]1>>[OH:2][c:3]1[n:4][cH:5][cH:6][cH:7][c:8]1-[c:9]1[cH:10][cH:11][c:12]([CH:15]([CH3:16])[N:17]2[C:18](=[O:27])[c:19]3[cH:20][cH:21][cH:22][cH:23][c:24]3[C:25]2=[O:26])[cH:13][cH:14]1. Reactants: CC(C)(C)[Si](Oc1ccc(OCC(O)CNCCc2ccc(Nc3ncccc3NC(=O)c3ccccc3)cc2)cc1)(c1ccccc1)c1ccccc1, CO, ClC(Cl)Cl. As a reaction SMILES: [C:1]([Si:2]([c:3]1[cH:4][cH:5][cH:43][cH:44][cH:45]1)([O:6][c:7]1[cH:8][cH:9][c:10]([O:11][CH2:12][CH:13]([CH2:14][NH:15][CH2:16][CH2:17][c:18]2[cH:19][cH:20][c:21]([NH:22][c:23]3[n:24][cH:25][cH:26][cH:27][c:28]3[NH:29][C:30]([c:31]3[cH:32][cH:33][cH:34][cH:35][cH:36]3)=[O:37])[cH:38][cH:39]2)[OH:40])[cH:41][cH:42]1)[c:46]1[cH:47][cH:48][cH:49][cH:50][cH:51]1)([CH3:52])([CH3:53])[CH3:54].[CH3:55][OH:56].[CH:57]([Cl:58])([Cl:59])[Cl:60]>>[OH:6][c:7]1[cH:8][cH:9][c:10]([O:11][CH2:12][CH:13]([CH2:14][NH:15][CH2:16][CH2:17][c:18]2[cH:19][cH:20][c:21]([NH:22][c:23]3[n:24][cH:25][cH:26][cH:27][c:28]3[NH:29][C:30]([c:31]3[cH:32][cH:33][cH:34][cH:35][cH:36]3)=[O:37])[cH:38][cH:39]2)[OH:40])[cH:41][cH:42]1. Yields the product O=C(Nc1cccnc1Nc1ccc(CCNCC(O)COc2ccc(O)cc2)cc1)c1ccccc1.